Dataset: the Open Reaction Database (ORD), a public repository of structured organic reaction records. Task: describe an organic reaction: reactants, conditions, products, and yield Reactants: Oc1ccc(Cl)cc1Cc1cc(Cl)ccc1O, O=C(CBr)OCc1ccccc1, [Li+], [Li+], O=C([O-])[O-], CN(C)C=O. Product: O=C(COc1ccc(Cl)cc1Cc1cc(Cl)ccc1O)OCc1ccccc1. RXN SMILES: [CH2:1]([c:2]1[c:3]([OH:9])[cH:4][cH:5][c:6]([Cl:8])[cH:7]1)[c:10]1[c:11]([OH:17])[cH:12][cH:13][c:14]([Cl:16])[cH:15]1.[CH2:24]([c:25]1[cH:26][cH:27][cH:28][cH:29][cH:30]1)[O:31][C:32]([CH2:33][Br:34])=[O:35].[Li+:18].[Li+:19].[O-:20][C:21](=[O:22])[O-:23].[O:36]=[CH:37][N:38]([CH3:39])[CH3:40]>>[CH2:1]([c:2]1[c:3]([OH:9])[cH:4][cH:5][c:6]([Cl:8])[cH:7]1)[c:10]1[c:11]([O:17][CH2:33][C:32]([O:31][CH2:24][c:25]2[cH:26][cH:27][cH:28][cH:29][cH:30]2)=[O:35])[cH:12][cH:13][c:14]([Cl:16])[cH:15]1. Starting materials: COC1=CC2=C(CC3CCCCC2(C3=O)C)C=C1 (6,7,8,9,10,11-Hexahydro-3-methoxy-5-methyl-5,10-methano-5H-benzocyclononen-12-one), oxime, [OH-].[NH4+] (ammonium hydroxide), [H][H] (hydrogen). The reagents and catalysts are [Ni] (Raney nickel). Run in C(C)O (ethanol). The product is COC1=CC2=C(CC3CCCCC2(C3N)C)C=C1 (6,7,8,9,10,11-Hexahydro-3-Methoxy-5Methyl-5,10-Methano-5H-Benzocyclononen-12-Amine). Reaction SMILES: [CH3:1][O:2][C:3]1[CH:18]=[CH:17][C:6]2[CH2:7][CH:8]3[C:14](=O)[C:13]([CH3:16])([C:5]=2[CH:4]=1)[CH2:12][CH2:11][CH2:10][CH2:9]3.[OH-].[NH4+:20].[H][H]>[Ni].C(O)C>[CH3:1][O:2][C:3]1[CH:18]=[CH:17][C:6]2[CH2:7][CH:8]3[CH:14]([NH2:20])[C:13]([CH3:16])([C:5]=2[CH:4]=1)[CH2:12][CH2:11][CH2:10][CH2:9]3 |f:1.2|. Procedure: 6,7,8,9,10,11-Hexahydro-3-methoxy-5-methyl-5,10-methano-5H-benzocyclononen-12-one, oxime (15 g. 0.058 m.) Raney nickel (3 tsps.) ethanol (100 ml.) and concentrated ammonium hydroxide (50 ml.) are shaken with hydrogen at 45 psi and 45° C. The catalyst is removed by filtration and the filtrate concentrated to remove solvent. The residue is distilled under reduced pressure to afford the title product (11 g.), b.p. 140°-142° C. (0.2 mm.) HCl salt, m.p. 298°-299° C.